From a dataset of the Open Reaction Database (ORD), a public repository of structured organic reaction records. describe an organic reaction: reactants, conditions, products, and yield The reactants are C1(=CC=CC=C1)OB(O)O (phenyl boric acid), C([O-])([O-])=O.[Cs+].[Cs+] (cesium carbonate), BrC1=C(C=C(C(=O)CCC(=O)O)C=C1)[N+](=O)[O-] (3-(4-Bromo-3-nitrobenzoyl)propionic acid). Run in O1CCOCC1 (1,4-dioxane). Conditions: temperature 80 celsius, time 18 hour. Yields the product [N+](=O)([O-])C=1C=C(C(=O)CCC(=O)O)C=CC1C1=CC=CC=C1 (3-(3-nitro-4-phenylbenzoyl)propionic acid). The yield is 87.8%. As a reaction SMILES: Br[C:2]1[CH:14]=[CH:13][C:5]([C:6]([CH2:8][CH2:9][C:10]([OH:12])=[O:11])=[O:7])=[CH:4][C:3]=1[N+:15]([O-:17])=[O:16].[C:18]1(OB(O)O)[CH:23]=[CH:22][CH:21]=[CH:20][CH:19]=1.C(=O)([O-])[O-].[Cs+].[Cs+]>O1CCOCC1>[N+:15]([C:3]1[CH:4]=[C:5]([CH:13]=[CH:14][C:2]=1[C:18]1[CH:23]=[CH:22][CH:21]=[CH:20][CH:19]=1)[C:6]([CH2:8][CH2:9][C:10]([OH:12])=[O:11])=[O:7])([O-:17])=[O:16] |f:2.3.4|. Procedure details: 3-(4-Bromo-3-nitrobenzoyl)propionic acid (45.3 g, 150.0 mmol) was dissolved in 1,4-dioxane (400 mL), thereto were added phenyl boric acid (27.4 g, 225.0 mmol), cesium carbonate (146.6 g, 450.0 mmol), 1,1-[bis(diphenylphosphino)ferrocene]dichloropalladium(II) dichloromethane complex (3.7 g, 4.5 mmol), and purified water (150 mL), and the reaction mixture was stirred under a nitrogen flow at 80° C. for 18 hours. The reaction solution was filtered through celite, alumina, and Florisil, and, thereaf... Reactants: C(C1=CC=CC=C1)N (benzylamine), C(=O)(OC(C)(C)C)N1CCC(CC1)=O (1-Boc-4-piperidone). Yields the product C(C)(C)(C)OC(=O)N1CCC(CC1)NCC1=CC=CC=C1 (4-benzylamino-piperidine-1-carboxylic acid tert-butyl ester). The yield is 100.9%. RXN SMILES: [CH2:1]([NH2:8])[C:2]1[CH:7]=[CH:6][CH:5]=[CH:4][CH:3]=1.[C:9]([N:16]1[CH2:21][CH2:20][C:19](=O)[CH2:18][CH2:17]1)([O:11][C:12]([CH3:15])([CH3:14])[CH3:13])=[O:10]>>[C:12]([O:11][C:9]([N:16]1[CH2:21][CH2:20][CH:19]([NH:8][CH2:1][C:2]2[CH:7]=[CH:6][CH:5]=[CH:4][CH:3]=2)[CH2:18][CH2:17]1)=[O:10])([CH3:15])([CH3:13])[CH3:14]. Procedure details: Using general procedure A, benzylamine (1.2 mL, 11 mmol) and 1-Boc-4-piperidone (2.0 g, 10 mmol) gave 4-benzylamino-piperidine-1-carboxylic acid tert-butyl ester as a white solid (2.93 g, 100%).